From a dataset of the Open Reaction Database (ORD), a public repository of structured organic reaction records. describe an organic reaction: reactants, conditions, products, and yield The reactants are ClC1=C(C=O)C=CC=C1 (2-chlorobenzaldehyde), C1(=CC=CC=C1)P(C1=CC=CC=C1)(C1=CC=CC=C1)=CC=O ((triphenylphosphoranylidene)acetaldehyde). Solvent: C(C)#N (acetonitrile). The product is ClC1=C(C=CC=C1)C=CC=O (3-(2-chlorophenyl)-2-propenal). The yield is 68.6%. As a reaction SMILES: [Cl:1][C:2]1[CH:9]=[CH:8][CH:7]=[CH:6][C:3]=1[CH:4]=O.C1(P(=[CH:29][CH:30]=[O:31])(C2C=CC=CC=2)C2C=CC=CC=2)C=CC=CC=1>C(#N)C>[Cl:1][C:2]1[CH:9]=[CH:8][CH:7]=[CH:6][C:3]=1[CH:4]=[CH:29][CH:30]=[O:31]. Procedure details: Following a procedure similar to that described in the first part of Preparation 17, 3.00 g of 2-chlorobenzaldehyde and 7.5 g of (triphenylphosphoranylidene)acetaldehyde were reacted in 100 ml of acetonitrile. The crude product thus obtained was purified by column chromatography through silica gel, using a 4:1 by volume mixture of hexane and ethyl acetate as the eluent, to give 2.44 g (yield 68%) of 3-(2-chlorophenyl)-2-propenal as a solid. Reactants: CS(=O)(=O)OCC1=C(SC=C1C1=C(C=C(C=C1)Cl)F)C(F)(F)F ([4-(2-fluoro-4-chlorophenyl)-2-(trifluoromethyl)thiophen-3-yl]methyl methanesulfonate), CC1=C(C=CC(=C1C)O)CCC(=O)OCC (ethyl 3-(2,3-dimethyl-4-hydroxyphenyl)propanoate), ethyl 3-(4-((4-(2-fluoro-4-chlorophenyl)-2-(trifluoromethyl)thiophen-3-yl)methoxy)-2,3-dimethylphenyl) propanoate. Yields the product ClC1=CC(=C(C=C1)C=1C(=C(SC1)C(F)(F)F)COC1=C(C(=C(C=C1)CCC(=O)O)C)C)F (3-(4-((4-(4-chloro-2-fluorophenyl)-2-(trifluoromethyl)thiophen-3-yl)methoxy)-2,3-dimethylphenyl)propanoic acid). As a reaction SMILES: CS([O:5][CH2:6][C:7]1[C:11]([C:12]2[CH:17]=[CH:16][C:15]([Cl:18])=[CH:14][C:13]=2[F:19])=[CH:10][S:9][C:8]=1[C:20]([F:23])([F:22])[F:21])(=O)=O.[CH3:24][C:25]1[C:30]([CH3:31])=[C:29](O)[CH:28]=[CH:27][C:26]=1[CH2:33][CH2:34][C:35]([O:37]CC)=[O:36]>>[Cl:18][C:15]1[CH:16]=[CH:17][C:12]([C:11]2[C:7]([CH2:6][O:5][C:29]3[CH:28]=[CH:27][C:26]([CH2:33][CH2:34][C:35]([OH:37])=[O:36])=[C:25]([CH3:24])[C:30]=3[CH3:31])=[C:8]([C:20]([F:23])([F:22])[F:21])[S:9][CH:10]=2)=[C:13]([F:19])[CH:14]=1. Procedure: The title compound was prepared according to the procedure described in Example 183 by coupling of [4-(2-fluoro-4-chlorophenyl)-2-(trifluoromethyl)thiophen-3-yl]methyl methanesulfonate and ethyl 3-(2,3-dimethyl-4-hydroxyphenyl)propanoate followed by hydrolysis of ethyl 3-(4-((4-(2-fluoro-4-chlorophenyl)-2-(trifluoromethyl)thiophen-3-yl)methoxy)-2,3-dimethylphenyl) propanoate to afford the desired product as an off-white solid. 1H NMR (400 MHz, CDCl3) δ 7.45 (s, 1H), 7.30 (dd, J=11.5, 5.5 Hz, 2H)... The reactants are O=[Ag], [Ag]I, OOC1(OO)CCCCCCCCCCC1, CCOC(C)=O. Yields the product O=C1CCCCCCCCCCC1. RXN SMILES: [Ag:17]=[O:18].[Ag:19][I:20].[C:1]1([O:13][OH:16])([O:14][OH:15])[CH2:2][CH2:3][CH2:4][CH2:5][CH2:6][CH2:7][CH2:8][CH2:9][CH2:10][CH2:11][CH2:12]1.[CH3:21][CH2:22][O:23][C:24](=[O:25])[CH3:26]>>[C:1]1(=[O:13])[CH2:2][CH2:3][CH2:4][CH2:5][CH2:6][CH2:7][CH2:8][CH2:9][CH2:10][CH2:11][CH2:12]1.